This data is from the Open Reaction Database (ORD), a public repository of structured organic reaction records. The task is: describe an organic reaction: reactants, conditions, products, and yield The reactants are C1CCOC1, [Li]C, Nc1nc2cc(C=O)ccc2c2cccnc12. The product is CC(O)c1ccc2c(c1)nc(N)c1ncccc12. RXN SMILES: [CH2:20]1[O:21][CH2:22][CH2:23][CH2:24]1.[CH3:18][Li:19].[NH2:1][c:2]1[n:3][c:4]2[c:5]([c:6]3[cH:7][cH:8][cH:9][n:10][c:11]13)[cH:12][cH:13][c:14]([CH:16]=[O:17])[cH:15]2>>[NH2:1][c:2]1[n:3][c:4]2[c:5]([c:6]3[cH:7][cH:8][cH:9][n:10][c:11]13)[cH:12][cH:13][c:14]([CH:16]([OH:17])[CH3:18])[cH:15]2. Reactants: CC(=O)OCC(=O)N[SH](Cc1ccncc1)c1ncccc1C(=O)Nc1ccc(OC(F)(F)F)cc1, CO, CCOC(C)=O, [Na+], C1CCOC1, [OH-]. Yields the product O=C(CO)N[SH](Cc1ccncc1)c1ncccc1C(=O)Nc1ccc(OC(F)(F)F)cc1. Reaction SMILES: [C:1](=[O:2])([CH3:3])[O:4][CH2:5][C:6](=[O:7])[NH:8][SH:9]([CH2:10][c:11]1[cH:12][cH:13][n:14][cH:15][cH:16]1)[c:17]1[n:18][cH:19][cH:20][cH:21][c:22]1[C:23](=[O:24])[NH:25][c:26]1[cH:27][cH:28][c:29]([O:32][C:33]([F:34])([F:35])[F:36])[cH:30][cH:31]1.[CH3:37][OH:38].[CH3:46][CH2:47][O:48][C:49](=[O:50])[CH3:51].[Na+:45].[O:39]1[CH2:40][CH2:41][CH2:42][CH2:43]1.[OH-:44]>>[OH:4][CH2:5][C:6](=[O:7])[NH:8][SH:9]([CH2:10][c:11]1[cH:12][cH:13][n:14][cH:15][cH:16]1)[c:17]1[n:18][cH:19][cH:20][cH:21][c:22]1[C:23](=[O:24])[NH:25][c:26]1[cH:27][cH:28][c:29]([O:32][C:33]([F:34])([F:35])[F:36])[cH:30][cH:31]1. Reactants: [BH4-], COCCOC, CCCCCCC(C)OC(=O)c1ccc(-c2ccc(C3CCC(=O)CC3)cc2)cc1, Cl, [Na+]. The product is CCCCCCC(C)OC(=O)c1ccc(-c2ccc(C3CCC(O)CC3)cc2)cc1. RXN SMILES: [BH4-:1].[CH3:34][O:35][CH2:36][CH2:37][O:38][CH3:39].[CH3:3][CH:4]([CH2:5][CH2:6][CH2:7][CH2:8][CH2:9][CH3:10])[O:11][C:12](=[O:13])[c:14]1[cH:15][cH:16][c:17](-[c:20]2[cH:21][cH:22][c:23]([CH:26]3[CH2:27][CH2:28][C:29](=[O:32])[CH2:30][CH2:31]3)[cH:24][cH:25]2)[cH:18][cH:19]1.[ClH:33].[Na+:2]>>[CH3:3][CH:4]([CH2:5][CH2:6][CH2:7][CH2:8][CH2:9][CH3:10])[O:11][C:12](=[O:13])[c:14]1[cH:15][cH:16][c:17](-[c:20]2[cH:21][cH:22][c:23]([CH:26]3[CH2:27][CH2:28][CH:29]([OH:32])[CH2:30][CH2:31]3)[cH:24][cH:25]2)[cH:18][cH:19]1. Reactants: CC(=O)OC1CC2CCC3C(CCC4(C)C3CC(N3CCN(C)CC3)C4OC(C)=O)C2(C)CC1N1CCC(O)CC1, CBr. Yields the product [Br-], CC(=O)OC1CC2CCC3C(CCC4(C)C3CC(N3CC[N+](C)(C)CC3)C4OC(C)=O)C2(C)CC1N1CCC(O)CC1. Reaction SMILES: [C:1]([CH3:2])(=[O:3])[O:4][CH:5]1[CH2:6][CH:7]2[CH2:8][CH2:9][CH:10]3[CH:11]4[CH2:12][CH:13]([N:35]5[CH2:36][CH2:37][N:38]([CH3:41])[CH2:39][CH2:40]5)[CH:14]([O:31][C:32]([CH3:33])=[O:34])[C:15]4([CH3:16])[CH2:17][CH2:18][CH:19]3[C:20]2([CH3:30])[CH2:21][CH:22]1[N:23]1[CH2:24][CH2:25][CH:26]([OH:29])[CH2:27][CH2:28]1.[CH3:42][Br:43]>>[Br-:43].[C:1]([CH3:2])(=[O:3])[O:4][CH:5]1[CH2:6][CH:7]2[CH2:8][CH2:9][CH:10]3[CH:11]4[CH2:12][CH:13]([N:35]5[CH2:36][CH2:37][N+:38]([CH3:41])([CH3:42])[CH2:39][CH2:40]5)[CH:14]([O:31][C:32]([CH3:33])=[O:34])[C:15]4([CH3:16])[CH2:17][CH2:18][CH:19]3[C:20]2([CH3:30])[CH2:21][CH:22]1[N:23]1[CH2:24][CH2:25][CH:26]([OH:29])[CH2:27][CH2:28]1. Starting materials: ClCCl, O=C=Nc1ccccc1, CC(CS)C(=O)N(CC(=O)O)C1CCCC1. Yields the product CC(CSC(=O)Nc1ccccc1)C(=O)N(CC(=O)O)C1CCCC1. RXN SMILES: [CH2:26]([Cl:27])[Cl:28].[O:17]=[C:18]=[N:19][c:20]1[cH:21][cH:22][cH:23][cH:24][cH:25]1.[SH:1][CH2:2][CH:3]([C:4](=[O:5])[N:6]([CH2:7][C:8](=[O:9])[OH:10])[CH:11]1[CH2:12][CH2:13][CH2:14][CH2:15]1)[CH3:16]>>[S:1]([CH2:2][CH:3]([C:4](=[O:5])[N:6]([CH2:7][C:8](=[O:9])[OH:10])[CH:11]1[CH2:12][CH2:13][CH2:14][CH2:15]1)[CH3:16])[C:18](=[O:17])[NH:19][c:20]1[cH:21][cH:22][cH:23][cH:24][cH:25]1. Starting materials: [Al+3], C1CCOC1, COC(=O)c1ccccc1C(C)Oc1cccc(Cl)c1, [H-], [H-], [H-], [H-], [Li+], O. Product: CC(Oc1cccc(Cl)c1)c1ccccc1CO. Reaction SMILES: [Al+3:22].[CH2:28]1[O:29][CH2:30][CH2:31][CH2:32]1.[Cl:1][c:2]1[cH:3][c:4]([O:5][CH:6]([CH3:7])[c:8]2[c:9]([C:10](=[O:11])[O:12][CH3:13])[cH:14][cH:15][cH:16][cH:17]2)[cH:18][cH:19][cH:20]1.[H-:21].[H-:24].[H-:25].[H-:26].[Li+:23].[OH2:27]>>[Cl:1][c:2]1[cH:3][c:4]([O:5][CH:6]([CH3:7])[c:8]2[c:9]([CH2:10][OH:11])[cH:14][cH:15][cH:16][cH:17]2)[cH:18][cH:19][cH:20]1. The reactants are ClCC(=O)C1=C2C=CC(NC2=C(C=C1)O)=O (5-(Chloroacetyl)-8-hydroxy-2(1H)-quinolinone), C1C(CC2=CC=CC=C12)N (indan-2-ylamine). Product: OC=1C=CC(=C2C=CC(NC12)=O)C(CNC1CC2=CC=CC=C2C1)=O (8-Hydroxy-5-[(indan-2-ylamino)-acetyl]-1H-quinolin-2-one). Reaction SMILES: Cl[CH2:2][C:3]([C:5]1[CH:14]=[CH:13][C:12]([OH:15])=[C:11]2[C:6]=1[CH:7]=[CH:8][C:9](=[O:16])[NH:10]2)=[O:4].[CH2:17]1[C:25]2[C:20](=[CH:21][CH:22]=[CH:23][CH:24]=2)[CH2:19][CH:18]1[NH2:26]>>[OH:15][C:12]1[CH:13]=[CH:14][C:5]([C:3](=[O:4])[CH2:2][NH:26][CH:18]2[CH2:19][C:20]3[C:25](=[CH:24][CH:23]=[CH:22][CH:21]=3)[CH2:17]2)=[C:6]2[C:11]=1[NH:10][C:9](=[O:16])[CH:8]=[CH:7]2. Procedure: 5-(Chloroacetyl)-8-hydroxy-2(1H)-quinolinone (25 mg, 0.105 mmol) prepared from literature procedure (Yoshizaki, Shiro; Tanimura, Kaoru; Tamada, Shigeharu; Yabuuchi, Youichi; Nakagawa, Kazuyuki. J. Med. Chem. (1976), 19(9), 1138-42) is reacted neat with indan-2-ylamine (205 mg, 1.21 mmol) at 25° C. for 2 hours. The reaction mixture is purified by flash chromatography (silica, CH2Cl2/methanol 9:1). ES+ MS m/e 335 (MH+).